The task is: describe an organic reaction: reactants, conditions, products, and yield. This data is from the Open Reaction Database (ORD), a public repository of structured organic reaction records. The reactants are product, ClC1=C(C(=CC(=C1)C(F)(F)F)Cl)N1C(=C(C(=C1)C#N)SC(F)(F)F)N (1-(2,6-dichloro-4-trifluoromethylphenyl)-2-amino-3-trifluoromethylthio-4-cyanopyrrole), pyridinium bromide perbromide. Product: ClC1=C(C(=CC(=C1)C(F)(F)F)Cl)N1C(=C(C(=C1Br)C#N)SC(F)(F)F)N (1-(2,6-dichloro-4-trifluoromethylphenyl)-2-amino-3-trifluoromethylthio-4-cyano-5-bromopyrrole). Isolated yield 375.0%. Reaction SMILES: [Cl:1][C:2]1[CH:7]=[C:6]([C:8]([F:11])([F:10])[F:9])[CH:5]=[C:4]([Cl:12])[C:3]=1[N:13]1[CH:17]=[C:16]([C:18]#[N:19])[C:15]([S:20][C:21]([F:24])([F:23])[F:22])=[C:14]1[NH2:25].C1C=C[NH+]=CC=1.[Br:32][Br-]Br>>[Cl:1][C:2]1[CH:7]=[C:6]([C:8]([F:10])([F:9])[F:11])[CH:5]=[C:4]([Cl:12])[C:3]=1[N:13]1[C:17]([Br:32])=[C:16]([C:18]#[N:19])[C:15]([S:20][C:21]([F:24])([F:22])[F:23])=[C:14]1[NH2:25] |f:1.2|. Reported procedure: To a cold (0° C.) solution of 1.53 g (3.60 mmoles) of 1-(2,6-dichloro-4-trifluoromethylphenyl)-2-amino-3-trifluoromethylthio-4-cyanopyrrole (made according to the process described in EXAMPLE 13, melting point about 182° C.) in 15 ml of pyridine was added, under inert atmosphere, a solution of 1.46 g (3.6 mmoles) of 80% pyridinium bromide perbromide in 15 ml of pyridine. After 30 minutes, the reaction mixture was poured into cold (0° C.) ethyl ether and a precipitate which formed was removed by ...